This data is from the Open Reaction Database (ORD), a public repository of structured organic reaction records. The task is: describe an organic reaction: reactants, conditions, products, and yield Starting materials: ClC=1C(=NC=C(C1)C(F)(F)F)/C(/CNC(C1=C(C=CC=C1)C(F)(F)F)=O)=N/OCC1CC1 ((E)-N-[2-[3-chloro-5-(trifluoromethyl)pyridin-2-yl]-2-(cyclopropylmethoxyimino)ethyl]-2-(trifluoromethyl)benzamide), C(C1=CC=CC=C1)(=O)C1=CC=CC=C1 (benzophenone), quartz. The solvent is C(C)#N (acetonitrile). Product: ClC=1C(=NC=C(C1)C(F)(F)F)\C(\CNC(C1=C(C=CC=C1)C(F)(F)F)=O)=N/OCC1CC1 ((Z)—N-[2-[3-chloro-5-(trifluoromethyl)pyridin-2-yl]-2-(cyclopropylmethoxyimino)ethyl]-2-(trifluoromethyl)benzamide). The yield is 55.3%. Reaction SMILES: [Cl:1][C:2]1[C:3](/[C:12](=[N:27]/[O:28][CH2:29][CH:30]2[CH2:32][CH2:31]2)/[CH2:13][NH:14][C:15](=[O:26])[C:16]2[CH:21]=[CH:20][CH:19]=[CH:18][C:17]=2[C:22]([F:25])([F:24])[F:23])=[N:4][CH:5]=[C:6]([C:8]([F:11])([F:10])[F:9])[CH:7]=1.C(C1C=CC=CC=1)(=O)C1C=CC=CC=1>C(#N)C>[Cl:1][C:2]1[C:3](/[C:12](=[N:27]\[O:28][CH2:29][CH:30]2[CH2:31][CH2:32]2)/[CH2:13][NH:14][C:15](=[O:26])[C:16]2[CH:21]=[CH:20][CH:19]=[CH:18][C:17]=2[C:22]([F:24])([F:25])[F:23])=[N:4][CH:5]=[C:6]([C:8]([F:9])([F:11])[F:10])[CH:7]=1. Procedure details: To 85 mg of (E)-N-[2-[3-chloro-5-(trifluoromethyl)pyridin-2-yl]-2-(cyclopropylmethoxyimino)ethyl]-2-(trifluoromethyl)benzamide in 3 ml of acetonitrile, 1 mg of benzophenone was added, and the mixture was irradiated with light for 5 hours in a quartz cell (manufactured by Fine, 4 clear windows for spectroscopy) using a 100 W high-pressure mercury lamp (manufactured by USHIO INC., lamp: UM-102, power supply: UM-103B-B). After completion of the reaction, the solvent was evaporated under reduced pre...